From a dataset of the Open Reaction Database (ORD), a public repository of structured organic reaction records. describe an organic reaction: reactants, conditions, products, and yield Reactants: C(C(=O)C1=CC=CC=C1)NC(CCBr)=O (N-phenacyl-3-bromopropanamide), C1(=CC=CC=C1)N1CCNCC1 (N-phenylpiperazine), C([O-])([O-])=O.[Na+].[Na+] (sodium carbonate). The solvent is CN(C)C=O (DMF). Run at temperature 80 celsius, time 12 hour. The product is C(C(=O)C1=CC=CC=C1)NC(CCN1CCN(CC1)C1=CC=CC=C1)=O (N-Phenacyl-3-(4-phenylpiperazin-1-yl)-propanamide). RXN SMILES: [CH2:1]([NH:10][C:11](=[O:15])[CH2:12][CH2:13]Br)[C:2]([C:4]1[CH:9]=[CH:8][CH:7]=[CH:6][CH:5]=1)=[O:3].[C:16]1([N:22]2[CH2:27][CH2:26][NH:25][CH2:24][CH2:23]2)[CH:21]=[CH:20][CH:19]=[CH:18][CH:17]=1.C(=O)([O-])[O-].[Na+].[Na+]>CN(C=O)C>[CH2:1]([NH:10][C:11](=[O:15])[CH2:12][CH2:13][N:25]1[CH2:26][CH2:27][N:22]([C:16]2[CH:21]=[CH:20][CH:19]=[CH:18][CH:17]=2)[CH2:23][CH2:24]1)[C:2]([C:4]1[CH:9]=[CH:8][CH:7]=[CH:6][CH:5]=1)=[O:3] |f:2.3.4|. Procedure details: A solution of N-phenacyl-3-bromopropanamide (10.2 g; 0.038 mole) and N-phenylpiperazine (12.0 g; 0.074 mole) in dry DMF (100 ml) was stirred with anhydrous, finely-powdered sodium carbonate (15.0 g) for 18 hours at room temperature. The temperature was then increased to 80° C. and held for 12 hours to complete the reaction. The DMF was evaporated off under vacuum and the residue diluted with water (100 ml). The mixture was extracted with chloroform (3 × 100 ml). The extracts were shaken with 2 ×... Reaction SMILES: [CH3:13][C:14]([CH3:15])([O-:16])[CH3:17].[CH3:20][CH2:21][O:22][CH2:23][CH3:24].[Cl:1][CH2:2][CH2:3][CH2:4][S:5][CH2:6][c:7]1[n:8][n:9][cH:10][cH:11][cH:12]1.[K+:18].[O:25]1[CH2:26][CH2:27][CH2:28][CH2:29]1.[OH2:19]>>[CH2:2]1[CH2:3][CH2:4][S:5][CH:6]1[c:7]1[n:8][n:9][cH:10][cH:11][cH:12]1. The product is c1cnnc(C2CCCS2)c1. Reactants: CC(C)(C)[O-], CCOCC, ClCCCSCc1cccnn1, [K+], C1CCOC1, O. Starting materials: ClC1=CC(=NC2=CC=C(C=C12)Cl)C1=CC=C(C=C1)F (4,6-dichloro-2-(4-fluorophenyl)quinoline), N1CCC(C(=O)N)CC1 (isonipecotamide). Run in C(C)O (ethanol). Yields the product ClC=1C=C2C(=CC(=NC2=CC1)C1=CC=C(C=C1)F)N1CCC(CC1)C(=O)N (1-[6-chloro-2-(4-fluorophenyl)-4-quinolinyl]-4-piperidinecarboxamide). As a reaction SMILES: Cl[C:2]1[C:11]2[C:6](=[CH:7][CH:8]=[C:9]([Cl:12])[CH:10]=2)[N:5]=[C:4]([C:13]2[CH:18]=[CH:17][C:16]([F:19])=[CH:15][CH:14]=2)[CH:3]=1.[NH:20]1[CH2:28][CH2:27][CH:23]([C:24]([NH2:26])=[O:25])[CH2:22][CH2:21]1>C(O)C>[Cl:12][C:9]1[CH:10]=[C:11]2[C:6](=[CH:7][CH:8]=1)[N:5]=[C:4]([C:13]1[CH:18]=[CH:17][C:16]([F:19])=[CH:15][CH:14]=1)[CH:3]=[C:2]2[N:20]1[CH2:28][CH2:27][CH:23]([C:24]([NH2:26])=[O:25])[CH2:22][CH2:21]1. Procedure details: The named compound was made in a manner analogous to that of Example 4(c) using 4,6-dichloro-2-(4-fluorophenyl)quinoline and isonipecotamide as starting materials. It was obtained as white needles, mp 250°-252° dec on recrystallization from ethanol. The reactants are N[C@H]1CN(CCC1)C1=CC(NC(N1CC1=C(C=CC=C1)Br)=O)=O (6-[3 (R)-Amino-piperidin-1-yl]-1-(2-bromo-benzyl)-1H-pyrimidine-2,4-dione), IC1=C(CCl)C=CC=C1 (2-iodobenzyl chloride). The product is N[C@H]1CN(CCC1)C1=CC(NC(N1CC1=C(C=CC=C1)I)=O)=O (6-[3 (R)-Amino-piperidin-1-yl]-1-(2-iodo-benzyl)-1H-pyrimidine-2,4-dione). RXN SMILES: [NH2:1][C@@H:2]1[CH2:7][CH2:6][CH2:5][N:4]([C:8]2[N:13]([CH2:14][C:15]3[CH:20]=[CH:19][CH:18]=[CH:17][C:16]=3Br)[C:12](=[O:22])[NH:11][C:10](=[O:23])[CH:9]=2)[CH2:3]1.[I:24]C1C=CC=CC=1CCl>>[NH2:1][C@@H:2]1[CH2:7][CH2:6][CH2:5][N:4]([C:8]2[N:13]([CH2:14][C:15]3[CH:20]=[CH:19][CH:18]=[CH:17][C:16]=3[I:24])[C:12](=[O:22])[NH:11][C:10](=[O:23])[CH:9]=2)[CH2:3]1. Reported procedure: The title compound was prepared by the procedure described in the preparation of compound 8, except that 2-iodobenzyl chloride was used as the benzylating reagent. 1H-NMR (400 MHz, CDCl3-CD3OD 10:1): δ 7.76 (d, J=7.6 Hz, 1H), 7.21 (t, J=7.3 Hz, 1H), 6.89 (t, J=7.2 Hz, 1H), 6.79 (d, J=7.3 Hz, 1H), 5.26 (s, 1H), 4.79-4.92 (ABq, J=34.1, 6.7.0 Hz, 2H), 3.27 (m, 1H), 3.13 (s, 1H), 2.85 (d, J=11.6 Hz, 1H), 2.70 (m, 1H), 2.41 (m, 1H), 2.02 (m, 1H), 1.60 (m, 1H), 1.45 (m, 2H). MS (ES) [m+H] calc'd for C...